This data is from the Open Reaction Database (ORD), a public repository of structured organic reaction records. The task is: describe an organic reaction: reactants, conditions, products, and yield The solvent is CO (MeOH). Starting materials: BrC1=C(N=C(N1)[N+](=O)[O-])C1=CC(=NC2=CC(=CC=C12)OC)C (4-(5-bromo-2-nitro-1H-imidazole-4-yl)-7-methoxy-2-methyl-quinoline). Conditions: time 8 hour. The product is COC1=CC=C2C(=CC(=NC2=C1)C)C=1N=C(NC1)N (4-(7-methoxy-2-methyl-quinolin-4-yl)-1H-imidazole-2-ylamine). RXN SMILES: Br[C:2]1[NH:6][C:5]([N+:7]([O-])=O)=[N:4][C:3]=1[C:10]1[C:19]2[C:14](=[CH:15][C:16]([O:20][CH3:21])=[CH:17][CH:18]=2)[N:13]=[C:12]([CH3:22])[CH:11]=1>CO.[Pd]>[CH3:21][O:20][C:16]1[CH:15]=[C:14]2[C:19]([C:10]([C:3]3[N:4]=[C:5]([NH2:7])[NH:6][CH:2]=3)=[CH:11][C:12]([CH3:22])=[N:13]2)=[CH:18][CH:17]=1. Isolated yield 114.2%. Procedure: To a solution of the product of Step 2 (114 mg, 0.31 mmol) in 15 mL of MeOH was added 100 mg of 10% Pd/C and the solution was purged with H2. The solution was then stirred under H2 atmosphere overnight. After filtration and concentration, the desired 4-(7-methoxy-2-methyl-quinolin-4-yl)-1H-imidazole-2-ylamine (90 mg, 87%) was obtained as a HBr salt. MS (ESI) (M+1)=255.33. Step 4 Reagents/catalysts: [Pd] (Pd/C).